This data is from the Open Reaction Database (ORD), a public repository of structured organic reaction records. The task is: describe an organic reaction: reactants, conditions, products, and yield Starting materials: [Al+3], CC#N, CCOC(=O)CC(c1ccc(Cl)c(F)c1)c1c[nH]c2c(CSC)cccc12, [H-], [H-], [H-], [H-], [Li+], C1CCOC1, O. The product is CSCc1cccc2c(C(CCO)c3ccc(Cl)c(F)c3)c[nH]c12. As a reaction SMILES: [Al+3:29].[CH3:35][C:36]#[N:37].[Cl:1][c:2]1[c:3]([F:27])[cH:4][c:5]([CH:8]([CH2:9][C:10](=[O:11])[O:12][CH2:13][CH3:14])[c:15]2[cH:16][nH:17][c:18]3[c:19]([CH2:24][S:25][CH3:26])[cH:20][cH:21][cH:22][c:23]23)[cH:6][cH:7]1.[H-:28].[H-:31].[H-:32].[H-:33].[Li+:30].[O:38]1[CH2:39][CH2:40][CH2:41][CH2:42]1.[OH2:34]>>[Cl:1][c:2]1[c:3]([F:27])[cH:4][c:5]([CH:8]([CH2:9][CH2:10][OH:11])[c:15]2[cH:16][nH:17][c:18]3[c:19]([CH2:24][S:25][CH3:26])[cH:20][cH:21][cH:22][c:23]23)[cH:6][cH:7]1. Reactants: purine nucleoside, [C@@H]1(C[C@H](O)[C@@H](CO)O1)N1C(=O)NC(=O)C(C)=C1 (thymidine), NC1=NC(=C2N=CNC2=N1)SC (2-Amino-6-methylmercapto-9H-purine), [C@@H]1(C[C@H](O)[C@@H](CO)O1)N1C(=O)NC(=O)C(C)=C1 (thymidine), purine nucleoside, F[C@H]1C[C@@H](O[C@@H]1CO)N1C(=O)NC(=O)C=C1 (2',3'-dideoxy-3'-fluorouridine), [N-]=[N+]=[N-].[K+] (potassium azide), purine nucleoside, [C@@H]1(C[C@H](O)[C@@H](CO)O1)N1C(=O)NC(=O)C(C)=C1 (thymidine). Solvent: P(=O)([O-])([O-])[O-].[K+].[K+].[K+] (potassium phosphate), CO (methanol). Run at temperature 45 celsius, time 17 day. Yields the product NC1=NC(=C2N=CN(C2=N1)[C@H]1C[C@@H]([C@H](O1)CO)F)SC (2-amino-9-(2,3-dideoxy-3-fluoro-β-D-erythro-pentofuranosyl)-6-methylmercapto-9H-purine). Isolated yield 47.1%. RXN SMILES: [NH2:1][C:2]1[N:10]=[C:9]2[C:5]([N:6]=[CH:7][NH:8]2)=[C:4]([S:11][CH3:12])[N:3]=1.[F:13][C@@H:14]1[C@@H:18]([CH2:19][OH:20])[O:17][C@@H:16](N2C=CC(=O)NC2=O)[CH2:15]1.[N-]=[N+]=[N-].[K+].[C@@H]1(N2C=C(C)C(=O)NC2=O)O[C@H](CO)[C@@H](O)C1>P([O-])([O-])([O-])=O.[K+].[K+].[K+].CO>[NH2:1][C:2]1[N:10]=[C:9]2[C:5]([N:6]=[CH:7][N:8]2[C@@H:16]2[O:17][C@H:18]([CH2:19][OH:20])[C@@H:14]([F:13])[CH2:15]2)=[C:4]([S:11][CH3:12])[N:3]=1 |f:2.3,5.6.7.8|. Procedure details: 2-Amino-6-methylmercapto-9H-purine (0.49 g 2.7 mmoles, Aldrich Chemical Company), and 2',3'-dideoxy-3'-fluorouridine (0.50 g 2.2 mmoles) were suspended in potassium phosphate buffer 50 ml (10 mM), pH 6.8, containing 0.04% potassium azide. Purified purine nucleoside phosphorylase (7850 I.U.) and thymidine phosphorylase (2000 I.U.) (Krenitsky et al., Biochemistry, 20, 3615 (1981) and U.S. Pat. No. 4,381,344) were added to the reaction mixture and the suspension stirred at 45° C. After 17 days, add...